This data is from the Open Reaction Database (ORD), a public repository of structured organic reaction records. The task is: describe an organic reaction: reactants, conditions, products, and yield Reactants: N[C@H]1[C@@H](CCCC1)O ((1R,2R)-2-amino-1-cyclohexanol), ClC1=CC=C(C=C1)B(O)O ((4-chloro-phenyl)-boronic acid), C(C)OC(=O)C=1C(=NC(=C(C1)Br)Cl)C (5-bromo-6-chloro-2-methyl-3-pyridinecarboxylic acid ethyl ester), FC(CO)(F)F (2,2,2-trifluoroethanol). Product: ClC1=CC=C(C=C1)C=1C(=NC(=C(C(=O)N[C@H]2[C@@H](CCCC2)O)C1)C)OCC(F)(F)F (5-(4-Chloro-phenyl)-N-((1R,2R)-2-hydroxy-cyclohexyl)-2-methyl-6-(2,2,2-trifluoro-ethoxy)-nicotinamide), product. As a reaction SMILES: C(O[C:4]([C:6]1[C:7]([CH3:14])=[N:8][C:9](Cl)=[C:10](Br)[CH:11]=1)=[O:5])C.[F:15][C:16]([F:20])([F:19])[CH2:17][OH:18].[NH2:21][C@@H:22]1[CH2:27][CH2:26][CH2:25][CH2:24][C@H:23]1[OH:28].[Cl:29][C:30]1[CH:35]=[CH:34][C:33](B(O)O)=[CH:32][CH:31]=1>>[Cl:29][C:30]1[CH:35]=[CH:34][C:33]([C:10]2[C:9]([O:18][CH2:17][C:16]([F:20])([F:19])[F:15])=[N:8][C:7]([CH3:14])=[C:6]([CH:11]=2)[C:4]([NH:21][C@@H:22]2[CH2:27][CH2:26][CH2:25][CH2:24][C@H:23]2[OH:28])=[O:5])=[CH:32][CH:31]=1. Procedure details: The title compound was synthesized in analogy to Example 114, using 5-bromo-6-chloro-2-methyl-3-pyridinecarboxylic acid ethyl ester, 2,2,2-trifluoroethanol, ((1R,2R)-2-amino-1-cyclohexanol and (4-chloro-phenyl)-boronic acid as starting materials to yield the product as off-white solid, MS (ISP) 443.4 (M+H)+. Starting materials: C=C(C)C(=O)N1c2ccccc2CC1C(=O)OCC, C=C(C)C(=O)N1c2ccccc2CC1C(=O)O, CC#N, CS(C)=O, C1CCC(NC2CCCCC2)CC1, C1CCC(NC2CCCCC2)CC1, [K+], [OH-], O. Product: C=C(C)C(=O)N1c2ccccc2CC1C(=O)O. RXN SMILES: [CH2:1]([CH3:2])[O:3][C:4](=[O:5])[CH:6]1[N:7]([C:15]([C:16](=[CH2:17])[CH3:18])=[O:19])[c:8]2[cH:9][cH:10][cH:11][cH:12][c:13]2[CH2:14]1.[CH3:48][C:49](=[CH2:50])[C:51]([N:52]1[c:53]2[c:54]([cH:55][cH:56][cH:57][cH:58]2)[CH2:59][CH:60]1[C:61]([OH:62])=[O:63])=[O:64].[CH3:66][C:67]#[N:68].[CH3:69][S:70]([CH3:71])=[O:72].[CH:22]1([NH:23][CH:24]2[CH2:25][CH2:26][CH2:27][CH2:28][CH2:29]2)[CH2:30][CH2:31][CH2:32][CH2:33][CH2:34]1.[CH:35]1([NH:36][CH:37]2[CH2:38][CH2:39][CH2:40][CH2:41][CH2:42]2)[CH2:43][CH2:44][CH2:45][CH2:46][CH2:47]1.[K+:21].[OH-:20].[OH2:65]>>[O:3]=[C:4]([OH:5])[CH:6]1[N:7]([C:15]([C:16](=[CH2:17])[CH3:18])=[O:19])[c:8]2[cH:9][cH:10][cH:11][cH:12][c:13]2[CH2:14]1. Reactants: [Li+].[Cl-] (LiCl), C(=O)([O-])[O-].[Na+].[Na+] (Na2CO3), C1(=CC=CC=C1)B(O)O (phenylboronic acid), C(C)(C)N(CCC)[C@H]1COC2=CC=CC(=C2C1)OS(=O)(=O)C(F)(F)F ((R)-3-(N-Isopropyl, N-n-propylamino)-5-trifluoromethanesulfonyloxychroman). The reagents and catalysts are C=1C=CC(=CC1)[P](C=2C=CC=CC2)(C=3C=CC=CC3)[Pd]([P](C=4C=CC=CC4)(C=5C=CC=CC5)C=6C=CC=CC6)([P](C=7C=CC=CC7)(C=8C=CC=CC8)C=9C=CC=CC9)[P](C=1C=CC=CC1)(C=1C=CC=CC1)C=1C=CC=CC1 (Pd(PPh3)4). The solvent is C(C)O (Ethanol), C1(=CC=CC=C1)C (toluene). Run at temperature 90 celsius, time 7 hour. Product: C(C)(C)N(CCC)[C@H]1COC2=CC=CC(=C2C1)C1=CC=CC=C1 ((R)-3-(N-Isopropyl, N-n-propylamino)-5 -phenyl-chroman). Isolated yield 86.0%. RXN SMILES: [CH:1]([N:4]([C@@H:8]1[CH2:17][C:16]2[C:11](=[CH:12][CH:13]=[CH:14][C:15]=2OS(C(F)(F)F)(=O)=O)[O:10][CH2:9]1)[CH2:5][CH2:6][CH3:7])([CH3:3])[CH3:2].[Li+].[Cl-].C([O-])([O-])=O.[Na+].[Na+].[C:34]1(B(O)O)[CH:39]=[CH:38][CH:37]=[CH:36][CH:35]=1>C1(C)C=CC=CC=1.C1C=CC([P]([Pd]([P](C2C=CC=CC=2)(C2C=CC=CC=2)C2C=CC=CC=2)([P](C2C=CC=CC=2)(C2C=CC=CC=2)C2C=CC=CC=2)[P](C2C=CC=CC=2)(C2C=CC=CC=2)C2C=CC=CC=2)(C2C=CC=CC=2)C2C=CC=CC=2)=CC=1.C(O)C>[CH:1]([N:4]([C@@H:8]1[CH2:17][C:16]2[C:11](=[CH:12][CH:13]=[CH:14][C:15]=2[C:34]2[CH:39]=[CH:38][CH:37]=[CH:36][CH:35]=2)[O:10][CH2:9]1)[CH2:5][CH2:6][CH3:7])([CH3:3])[CH3:2] |f:1.2,3.4.5,^1:53,55,74,93|. Procedure: (R)-3-(N-Isopropyl, N-n-propylamino)-5-trifluoromethanesulfonyloxychroman (1 g, 2.6 mmol) was dissolved in toluene (25 mL) under a nitrogen atmosphere. Ethanol (11.5 mL), LiCl (0.22 g, 5.2 mmol), Na2CO3 (2M, 3.8 mL), Pd(PPh3)4 (0.054 g, 0.047 mmol) and phenylboronic acid (0.38 g, 3.1 mmol) were added and the reaction mixture was stirred at 90° C. for 7 h. The solvent removed in vacuo until 15 mL was left. The residue was diluted with diethyl ether, washed with NH3 (2M) twice and dried (MgSO4). R... Starting materials: ClC=1NC2=C(N1)C=C(C(=C2)C)C (2-chloro-5,6-dimethylbenzimidazole), BrC1=CC=C(C(C(=O)O)=C1)N (5-bromoanthranilic acid). Product: BrC=1C=C2C(N3C(=NC2=CC1)NC1=C3C=C(C(=C1)C)C)=O (2-Bromo-8,9-dimethylbenzimidazo[2,1-b]quinazolin-12(6H)-one). As a reaction SMILES: Cl[C:2]1[NH:3][C:4]2[CH:10]=[C:9]([CH3:11])[C:8]([CH3:12])=[CH:7][C:5]=2[N:6]=1.[Br:13][C:14]1[CH:22]=[C:18]([C:19](O)=[O:20])[C:17]([NH2:23])=[CH:16][CH:15]=1>>[Br:13][C:14]1[CH:22]=[C:18]2[C:17](=[CH:16][CH:15]=1)[N:23]=[C:2]1[NH:3][C:4]3[CH:10]=[C:9]([CH3:11])[C:8]([CH3:12])=[CH:7][C:5]=3[N:6]1[C:19]2=[O:20]. Reported procedure: 2-Bromo-8,9-dimethylbenzimidazo[2,1-b]quinazolin-12(6H)-one is prepared with 2-chloro-5,6-dimethylbenzimidazole and 5-bromoanthranilic acid. The reactants are CC(=O)Cl, Nc1cccc(-c2n[nH]c(=O)c3ccccc23)c1, O, c1ccncc1. The product is CC(=O)Nc1cccc(-c2n[nH]c(=O)c3ccccc23)c1. As a reaction SMILES: [CH3:19][C:20]([Cl:21])=[O:22].[NH2:1][c:2]1[cH:3][c:4](-[c:8]2[n:9][nH:10][c:11](=[O:18])[c:12]3[cH:13][cH:14][cH:15][cH:16][c:17]23)[cH:5][cH:6][cH:7]1.[OH2:23].[cH:24]1[cH:25][cH:26][n:27][cH:28][cH:29]1>>[NH:1]([c:2]1[cH:3][c:4](-[c:8]2[n:9][nH:10][c:11](=[O:18])[c:12]3[cH:13][cH:14][cH:15][cH:16][c:17]23)[cH:5][cH:6][cH:7]1)[C:20]([CH3:19])=[O:22]. Starting materials: C1=CC=CC=2C(C3=C(C=CC21)C=CC=C3)C=3C(NC(N(C3)CC=3SC=C(N3)C(=O)OCC)=O)=S (2-[[5-{5H-Dibenzo[a,d]cyclohepten-5-yl}-3,4-dihydro-2-oxo-4-thioxo-1(2H)-pyrimidinyl]methyl]-4-thiazolecarboxylic acid, ethyl ester), O.[OH-].[Li+] (lithium hydroxide monohydrate). Run in CO (methanol), O (water). Reaction conditions: time 8 hour. Yields the product C1=CC=CC=2C(C3=C(C=CC21)C=CC=C3)C=3C(NC(N(C3)CC=3SC=C(N3)C(=O)O)=O)=S (2-[[5-{5H-Dibenzo[a,d]cyclohepten-5-yl}3,4-dihydro-2-oxo-4-thioxo-1(2H)pyrimidinyl]methyl]-4-thiazolecarboxylic acid). Reaction SMILES: [CH:1]1[C:11]2[CH:10]=[CH:9][C:8]3[CH:12]=[CH:13][CH:14]=[CH:15][C:7]=3[CH:6]([C:16]3[C:17](=[S:34])[NH:18][C:19](=[O:33])[N:20]([CH2:22][C:23]4[S:24][CH:25]=[C:26]([C:28]([O:30]CC)=[O:29])[N:27]=4)[CH:21]=3)[C:5]=2[CH:4]=[CH:3][CH:2]=1.O.[OH-].[Li+]>CO.O>[CH:12]1[C:8]2[CH:9]=[CH:10][C:11]3[CH:1]=[CH:2][CH:3]=[CH:4][C:5]=3[CH:6]([C:16]3[C:17](=[S:34])[NH:18][C:19](=[O:33])[N:20]([CH2:22][C:23]4[S:24][CH:25]=[C:26]([C:28]([OH:30])=[O:29])[N:27]=4)[CH:21]=3)[C:7]=2[CH:15]=[CH:14][CH:13]=1 |f:1.2.3|. Procedure details: A mixture of the product of step (v) (1.5 g) and lithium hydroxide monohydrate (1.26 g) in methanol (100 ml) and water (50 ml) was stirred at room temperature overnight. The solution was concentrated under reduced pressure to 50 ml and the pH adjusted to 3.5 with 2M hydrochloric acid. The precipitated product was collected, washed with water and dried. Yield 1.1 g.